This data is from the Open Reaction Database (ORD), a public repository of structured organic reaction records. The task is: describe an organic reaction: reactants, conditions, products, and yield The reactants are N=1C=CN2C1C=CC=C2SCCCCN2C(N1C(S(CCC1)=O)=C(C2=O)C2=CC=CC=C2)=O (7-[4-(imidazo[1,2-a]pyridin-5-ylthio)butyl]-1-oxo-9-phenyl-3,4-dihydro-2H,6H-pyrimido[6,1-b][1,3]thiazine-6,8(7H)-dione), Cl (hydrochloric acid). Run in CO (methanol). Product: Cl.N=1C=CN2C1C=CC=C2SCCCCN2C(N1C(S(CCC1)=O)=C(C2=O)C2=CC=CC=C2)=O (7-[4-(imidazo[1,2-a]pyridin-5-ylthio)butyl]-1-oxo-9-phenyl-3,4-dihydro-2H,6H-pyrimido[6,1-b][1,3]thiazine-6,8(7H)-dione hydrochloride). As a reaction SMILES: [N:1]1[CH:2]=[CH:3][N:4]2[C:9]([S:10][CH2:11][CH2:12][CH2:13][CH2:14][N:15]3[C:25](=[O:26])[C:24]([C:27]4[CH:32]=[CH:31][CH:30]=[CH:29][CH:28]=4)=[C:18]4[S:19](=[O:23])[CH2:20][CH2:21][CH2:22][N:17]4[C:16]3=[O:33])=[CH:8][CH:7]=[CH:6][C:5]=12.[ClH:34]>CO>[ClH:34].[N:1]1[CH:2]=[CH:3][N:4]2[C:9]([S:10][CH2:11][CH2:12][CH2:13][CH2:14][N:15]3[C:25](=[O:26])[C:24]([C:27]4[CH:32]=[CH:31][CH:30]=[CH:29][CH:28]=4)=[C:18]4[S:19](=[O:23])[CH2:20][CH2:21][CH2:22][N:17]4[C:16]3=[O:33])=[CH:8][CH:7]=[CH:6][C:5]=12 |f:3.4|. Procedure details: To a solution of 166 mg (0.36 mmol) of 7-[4-(imidazo[1,2-a]pyridin-5-ylthio)butyl]-1-oxo-9-phenyl-3,4-dihydro-2H,6H-pyrimido[6,1-b][1,3]thiazine-6,8(7H)-dione in 5 ml of methanol, 8 μl of concentrated hydrochloric acid was added. After the solvent was distilled off, the residue was washed with diethyl ether to yield 132 mg (72.9%, light yellow foamy substance) of the desired product. Reactants: O=C(n1ccnc1)n1ccnc1, CN(C)C=O, CC(C)(C)OC(=O)N1CCN(c2cccc3c2CC(N)CC3)CC1, O=C(O)c1ccc(N2CCOCC2)cc1, O=C=O. Yields the product CC(C)(C)OC(=O)N1CCN(c2cccc3c2CC(NC(=O)c2ccc(N4CCOCC4)cc2)CC3)CC1. As a reaction SMILES: [C:16]([n:17]1[cH:18][cH:19][n:20][cH:21]1)([n:22]1[cH:23][cH:24][n:25][cH:26]1)=[O:27].[CH3:55][N:56]([CH3:57])[CH:58]=[O:59].[NH2:31][CH:32]1[CH2:33][CH2:34][c:35]2[cH:36][cH:37][cH:38][c:39]([N:42]3[CH2:43][CH2:44][N:45]([C:48](=[O:49])[O:50][C:51]([CH3:52])([CH3:53])[CH3:54])[CH2:46][CH2:47]3)[c:40]2[CH2:41]1.[O:1]1[CH2:2][CH2:3][N:4]([c:7]2[cH:8][cH:9][c:10]([C:11](=[O:12])[OH:13])[cH:14][cH:15]2)[CH2:5][CH2:6]1.[O:28]=[C:29]=[O:30]>>[O:1]1[CH2:2][CH2:3][N:4]([c:7]2[cH:8][cH:9][c:10]([C:11](=[O:13])[NH:31][CH:32]3[CH2:33][CH2:34][c:35]4[cH:36][cH:37][cH:38][c:39]([N:42]5[CH2:43][CH2:44][N:45]([C:48](=[O:49])[O:50][C:51]([CH3:52])([CH3:53])[CH3:54])[CH2:46][CH2:47]5)[c:40]4[CH2:41]3)[cH:14][cH:15]2)[CH2:5][CH2:6]1. Starting materials: CCOC(=O)CBr, O=[N+]([O-])c1nc(Br)ccc1O, O=C([O-])[O-], CC(C)=O, [K+], [K+], O. Yields the product CCOC(=O)COc1ccc(Br)nc1[N+](=O)[O-]. RXN SMILES: [Br:18][CH2:19][C:20](=[O:21])[O:22][CH2:23][CH3:24].[Br:1][c:2]1[n:3][c:4]([N+:9](=[O:10])[O-:11])[c:5]([OH:8])[cH:6][cH:7]1.[C:12](=[O:13])([O-:14])[O-:15].[CH3:25][C:26](=[O:27])[CH3:28].[K+:16].[K+:17].[OH2:29]>>[Br:1][c:2]1[n:3][c:4]([N+:9](=[O:10])[O-:11])[c:5]([O:8][CH2:19][C:20](=[O:21])[O:22][CH2:23][CH3:24])[cH:6][cH:7]1. Starting materials: B1C2CCCC1CCC2 (9-BBN), C1CCOC1 (THF), [OH-].[Na+] (sodium hydroxide), OO (hydrogen peroxide). Run at time 48 hour. The product is O1CCOC12CCC(CC2)CO ((1,4-dioxaspiro[4.5]dec-8-yl)methanol). Reaction SMILES: B1[CH:6]2[CH2:7][CH2:8][CH2:9][CH:2]1C[CH2:4][CH2:5]2.[OH-:10].[Na+].[OH:12]O.[CH2:14]1[CH2:18][O:17]CC1>>[O:17]1[C:8]2([CH2:7][CH2:6][CH:5]([CH2:4][OH:12])[CH2:2][CH2:9]2)[O:10][CH2:14][CH2:18]1 |f:1.2|. Procedure details: In a reactor under nitrogen atmosphere, 10.6 g of 8-methylene-1,4-dioxaspiro[4.5]decane obtained in the first step was dissolved in 50 mL of THF, and the solution was cooled to 0° C., to which 150 mL of 9-BBN (0.5M, THF solution) was added dropwise. After stirring at room temperature for 48 hours, the reaction mixture was cooled to 0° C., to which 40 mL of a 6M sodium hydroxide aqueous solution was added. The solution was maintained at 0° C., to which a 35% hydrogen peroxide solution was added d... Reactants: [Mg] (magnesium), [Cl-].[Cl-].[Cl-].[V+3] (vanadium trichloride), [Cl-].[Al+3].[Cl-].[Cl-] (aluminum chloride), [Al] (aluminum), [Mg] (magnesium), CCCCCCC (heptane). Reported procedure: 20 grams of vanadium trichloride, 32.8 grams anhydrous aluminum chloride, 3.2 grams of aluminum powder and 500 milliliters of benzene were added to a reaction vessel equipped with a stirrer, a reflux condenser and a thermometer. The reaction mixture was vigorously stirred and refluxed for about thirty hours in an inert atmosphere or argon, then cooled to room temperature. To the resulting mixture were then added, drop-wise, 30 milliliters of freshly-distilled tetrahydrofuran, followed by the add... Run in O1CCCC1 (tetrahydrofuran), O1CCCC1 (tetrahydrofuran), C1=CC=CC=C1 (benzene), ClCCCl (1,2-dichloroethane). Reaction SMILES: [Cl-].[Cl-].[Cl-].[V+3:4].[Cl-].[Al+3].[Cl-].[Cl-].[Al].[Mg].C[CH2:12][CH2:13][CH2:14][CH2:15][CH2:16][CH3:17]>ClCCCl.O1CCCC1.C1C=CC=CC=1>[V:4].[CH:12]1[CH:13]=[CH:14][CH:15]=[CH:16][CH:17]=1.[CH:12]1[CH:13]=[CH:14][CH:15]=[CH:16][CH:17]=1 |f:0.1.2.3,4.5.6.7,14.15.16|. The product is [V].C1=CC=CC=C1.C1=CC=CC=C1 (dibenzene vanadium).